Dataset: the Open Reaction Database (ORD), a public repository of structured organic reaction records. Task: describe an organic reaction: reactants, conditions, products, and yield The reactants are FC(OC=1C=C2C=C(C(=NC2=CC1)C(NC(C(C)C)(C)C(N)=O)=O)C(=O)O)F (6-difluoromethoxy-2-[(1-carbamoyl-1,2-dimethylpropyl)-carbamoyl]-3-quinolinecarboxylic acid), O (water), Cl (HCl). Reaction conditions: temperature 5 celsius. Product: FC(OC=1C=C2C=C(C(=NC2=CC1)C=1NC(C(N1)(C)C(C)C)=O)C(=O)O)F (6-difluoromethoxy-2-(4-isopropyl-4-methyl-5-oxo-2-imidazolin-2-yl)-3-quinolinecarboxylic acid). As a reaction SMILES: [F:1][CH:2]([F:28])[O:3][C:4]1[CH:5]=[C:6]2[C:11](=[CH:12][CH:13]=1)[N:10]=[C:9]([C:14](=O)[NH:15][C:16]([C:21](=[O:23])[NH2:22])([CH3:20])[CH:17]([CH3:19])[CH3:18])[C:8]([C:25]([OH:27])=[O:26])=[CH:7]2.O.Cl>>[F:1][CH:2]([F:28])[O:3][C:4]1[CH:5]=[C:6]2[C:11](=[CH:12][CH:13]=1)[N:10]=[C:9]([C:14]1[NH:22][C:21](=[O:23])[C:16]([CH:17]([CH3:19])[CH3:18])([CH3:20])[N:15]=1)[C:8]([C:25]([OH:27])=[O:26])=[CH:7]2. Procedure: A solution of 6-difluoromethoxy-2-[(1-carbamoyl-1,2-dimethylpropyl)-carbamoyl]-3-quinolinecarboxylic acid (0.0152 mol) in 50 mL water containing 0.06 mol sodium hydroxide is heated at 75°-80° C. for two hours. The solution is cooled to 5° C. and acidified with concentrated HCl. The precipitate is removed by filtration, washed with water and air-dried to give 6-difluoromethoxy-2-(4-isopropyl-4-methyl-5-oxo-2-imidazolin-2-yl)-3-quinolinecarboxylic acid, mp 208°-209° C. Starting materials: O=C(N=C=S)c1ccccc1, CC(C)=O, COc1cnc(-c2ccccc2)c(I)c1N. The product is COc1cnc(-c2ccccc2)c(I)c1NC(=S)NC(=O)c1ccccc1. As a reaction SMILES: [C:17]([c:18]1[cH:19][cH:20][cH:21][cH:22][cH:23]1)(=[O:24])[N:25]=[C:26]=[S:27].[CH3:28][C:29](=[O:30])[CH3:31].[I:1][c:2]1[c:3](-[c:11]2[cH:12][cH:13][cH:14][cH:15][cH:16]2)[n:4][cH:5][c:6]([O:9][CH3:10])[c:7]1[NH2:8]>>[I:1][c:2]1[c:3](-[c:11]2[cH:12][cH:13][cH:14][cH:15][cH:16]2)[n:4][cH:5][c:6]([O:9][CH3:10])[c:7]1[NH:8][C:26]([NH:25][C:17]([c:18]1[cH:19][cH:20][cH:21][cH:22][cH:23]1)=[O:24])=[S:27]. Reactants: FC1=CC2=C(C3=CC(=CC=C3N=C2C=C1)F)C(OC1=CC=CC=C1)=S (Phenyl 2,7-difluoroacridine-9-thiocarboxylate), [NH4+].[Cl-] (NH4Cl). The reagents and catalysts are [Zn] (Zinc). Solvent: CC(C)O (2-propanol). Conditions: time 1.5 hour. Product: FC1=CC=2C(C3=CC(=CC=C3NC2C=C1)F)C(OC1=CC=CC=C1)=S (Phenyl 2,7-difluoroacridan-9-thiocarboxylate). RXN SMILES: [F:1][C:2]1[CH:15]=[CH:14][C:13]2[C:4](=[C:5]([C:17](=[S:25])[O:18][C:19]3[CH:24]=[CH:23][CH:22]=[CH:21][CH:20]=3)[C:6]3[C:11]([N:12]=2)=[CH:10][CH:9]=[C:8]([F:16])[CH:7]=3)[CH:3]=1.[NH4+].[Cl-]>CC(O)C.[Zn]>[F:1][C:2]1[CH:15]=[CH:14][C:13]2[NH:12][C:11]3[C:6](=[CH:7][C:8]([F:16])=[CH:9][CH:10]=3)[CH:5]([C:17](=[S:25])[O:18][C:19]3[CH:24]=[CH:23][CH:22]=[CH:21][CH:20]=3)[C:4]=2[CH:3]=1 |f:1.2|. Procedure: Phenyl 2,7-difluoroacridine-9-thiocarboxylate (1.2 g) was suspended in 2-propanol (125 mL) along with NH4Cl (4.57 g). Zinc (5.5 g) was added and the reaction mixture was warmed for 2.5 h followed by a 1.5 h period at room temperature. TLC of the reaction mixture showed complete conversion to a new material. The solution was filtered and the precipitate was washed with CH2Cl2. The filtrate was concentrated and the light orange residue was redissolved in CH2Cl2 and washed with water (2×100 mL). Th... Reactants: C(C1=CC=CC=C1)N1C[C@@H](N(CC1)C(C1=C(C(=CC=C1)C)C)=O)CCCC (4-Benzyl-2(S)-n-butyl-1-(2,3-dimethylbenzoyl)piperazine). Reagents/catalysts: [Pd] (Pd/C). Run in CO (methanol), [H][H] (hydrogen). Product: C(CCC)[C@@H]1N(CCNC1)C(C1=C(C(=CC=C1)C)C)=O (2(S)-n-Butyl-1-(2,3-dimethylbenzoyl)piperazine). Yield: 116.9%. As a reaction SMILES: C([N:8]1[CH2:13][CH2:12][N:11]([C:14](=[O:23])[C:15]2[CH:20]=[CH:19][CH:18]=[C:17]([CH3:21])[C:16]=2[CH3:22])[C@@H:10]([CH2:24][CH2:25][CH2:26][CH3:27])[CH2:9]1)C1C=CC=CC=1>CO.[H][H].[Pd]>[CH2:24]([C@H:10]1[CH2:9][NH:8][CH2:13][CH2:12][N:11]1[C:14](=[O:23])[C:15]1[CH:20]=[CH:19][CH:18]=[C:17]([CH3:21])[C:16]=1[CH3:22])[CH2:25][CH2:26][CH3:27]. Procedure: 4-Benzyl-2(S)-n-butyl-1-(2,3-dimethylbenzoyl)piperazine (0.93 g, 2.55 mmol) was dissolved in methanol and hydrogenated in a Parr apparatus under 60 psi hydrogen in the presence of 10% Pd/C (0.186 g) for 24 h. The catalyst was removed by filtration through Celite, and the solvent removed in vacuo to obtain the title compound (0.818 g). Starting materials: ClC1=CC(=CC=C1)C(=O)OO (m-chloroperbenzoic acid), S(=S)(=O)([O-])[O-].[Na+].[Na+] (sodium thiosulfate), BrC=1C=NC2=CC=CN=C2C1 (3-bromo-1,5-naphthyridin). The solvent is C(Cl)(Cl)Cl (chloroform), C(Cl)(Cl)Cl (chloroform). Conditions: time 1.5 hour. The product is BrC=1C=NC=2C=CC=[N+](C2C1)[O-] (3-bromo-1,5-naphthyridin-5-oxide). Isolated yield 36.2%. As a reaction SMILES: [Br:1][C:2]1[CH:3]=[N:4][C:5]2[C:10]([CH:11]=1)=[N:9][CH:8]=[CH:7][CH:6]=2.ClC1C=CC=C(C(OO)=[O:20])C=1.S([O-])([O-])(=O)=S.[Na+].[Na+]>C(Cl)(Cl)Cl>[Br:1][C:2]1[CH:3]=[N:4][C:5]2[CH:6]=[CH:7][CH:8]=[N+:9]([O-:20])[C:10]=2[CH:11]=1 |f:2.3.4|. Reported procedure: To 50 mL of chloroform, 5.00 g of 3-bromo-1,5-naphthyridin was dissolved, 6.40 g of m-chloroperbenzoic acid was added thereto, and the mixture was stirred at room temperature for 1.5 hours. To the reaction mixture, a 5% aqueous sodium thiosulfate solution and chloroform were added, and the organic layer was separated, washed sequentially with a 5% aqueous sodium hydroxide solution and a saturated aqueous sodium chloride solution and dried over anhydrous magnesium sulfate, and the solvent was dis...